Dataset: the Open Reaction Database (ORD), a public repository of structured organic reaction records. Task: describe an organic reaction: reactants, conditions, products, and yield Reactants: C(C)(C)(C)[O-].[K+] (potassium tert-butanolate), [Br-].C(=O)(OC)C1=CC=C(C[P+](C2=CC=CC=C2)(C2=CC=CC=C2)C2=CC=CC=C2)C=C1 (4-carbomethoxybenzyltriphenylphosphonium bromide), CC1(C=2C=CC(=CC2C(CC1)(C)C)C(=O)Cl)C (5,6,7,8-tetrahydro-5,5,8,8-tetramethylnaphthalene-2-carbonyl chloride). Solvent: C1(=CC=CC=C1)C (toluene). Reaction conditions: time 10 minute. Product: C(=O)(OC)C1=CC=C(C=C1)C(C(=O)C1=CC=2C(CCC(C2C=C1)(C)C)(C)C)=O (1-(4-Carbomethoxyphenyl)-2-(5,6,7,8-tetrahydro-5,5,8,8-tetramethyl-2-naphthyl)ethanedione). Yield: 12.0%. RXN SMILES: C([O-:5])(C)(C)C.[K+].[Br-].[C:8]([C:12]1[CH:37]=[CH:36][C:15]([CH2:16][P+](C2C=CC=CC=2)(C2C=CC=CC=2)C2C=CC=CC=2)=[CH:14][CH:13]=1)([O:10][CH3:11])=[O:9].[CH3:38][C:39]1([CH3:54])[CH2:48][CH2:47][C:46]([CH3:50])([CH3:49])[C:45]2[CH:44]=[C:43]([C:51](Cl)=[O:52])[CH:42]=[CH:41][C:40]1=2>C1(C)C=CC=CC=1>[C:8]([C:12]1[CH:13]=[CH:14][C:15]([C:16](=[O:5])[C:51]([C:43]2[CH:42]=[CH:41][C:40]3[C:39]([CH3:54])([CH3:38])[CH2:48][CH2:47][C:46]([CH3:50])([CH3:49])[C:45]=3[CH:44]=2)=[O:52])=[CH:36][CH:37]=1)([O:10][CH3:11])=[O:9] |f:0.1,2.3|. Procedure: 7.9 g (33 mmol) of potassium tert-butanolate were added a little at a time to a suspension of 34.5 g (66 mmol) of 4-carbomethoxybenzyltriphenylphosphonium bromide were added in 200 ml of dry toluene at room temperature. The mixture was stirred for 10 min and then heated to reflux, and 7.5 g (33 mmol) of 5,6,7,8-tetrahydro-5,5,8,8-tetramethylnaphthalene-2-carbonyl chloride were added dropwise. After the solution had become colorless again it was allowed to cool and solids were filtered off. The f... Starting materials: Brc1ccc(CN2CCOC(c3ccccc3)C2)cc1, CCO, Cc1ccc(B(O)O)cc1, Cc1ccccc1, [Na+], [Na+], O=C([O-])[O-], c1ccc(P(c2ccccc2)(c2ccccc2)[Pd](P(c2ccccc2)(c2ccccc2)c2ccccc2)(P(c2ccccc2)(c2ccccc2)c2ccccc2)P(c2ccccc2)(c2ccccc2)c2ccccc2)cc1. Product: Cc1ccc(-c2ccc(CN3CCOC(c4ccccc4)C3)cc2)cc1. RXN SMILES: [Br:1][c:2]1[cH:3][cH:4][c:5]([CH2:6][N:7]2[CH2:8][CH:9]([c:13]3[cH:14][cH:15][cH:16][cH:17][cH:18]3)[O:10][CH2:11][CH2:12]2)[cH:19][cH:20]1.[CH3:121][CH2:122][OH:123].[CH3:21][c:22]1[cH:23][cH:24][c:25]([B:28]([OH:29])[OH:30])[cH:26][cH:27]1.[CH3:37][c:38]1[cH:39][cH:40][cH:41][cH:42][cH:43]1.[Na+:31].[Na+:32].[O-:33][C:34](=[O:35])[O-:36].[cH:44]1[cH:45][cH:46][c:47]([P:48]([Pd:49]([P:50]([c:51]2[cH:52][cH:53][cH:54][cH:55][cH:56]2)([c:57]2[cH:58][cH:59][cH:60][cH:61][cH:62]2)[c:63]2[cH:64][cH:65][cH:66][cH:67][cH:68]2)([P:69]([c:70]2[cH:71][cH:72][cH:73][cH:74][cH:75]2)([c:76]2[cH:77][cH:78][cH:79][cH:80][cH:81]2)[c:82]2[cH:83][cH:84][cH:85][cH:86][cH:87]2)[P:88]([c:89]2[cH:90][cH:91][cH:92][cH:93][cH:94]2)([c:95]2[cH:96][cH:97][cH:98][cH:99][cH:100]2)[c:101]2[cH:102][cH:103][cH:104][cH:105][cH:106]2)([c:107]2[cH:108][cH:109][cH:110][cH:111][cH:112]2)[c:113]2[cH:114][cH:115][cH:116][cH:117][cH:118]2)[cH:119][cH:120]1>>[c:2]1(-[c:25]2[cH:24][cH:23][c:22]([CH3:21])[cH:27][cH:26]2)[cH:3][cH:4][c:5]([CH2:6][N:7]2[CH2:8][CH:9]([c:13]3[cH:14][cH:15][cH:16][cH:17][cH:18]3)[O:10][CH2:11][CH2:12]2)[cH:19][cH:20]1. Starting materials: [Cl-].[NH4+] (ammonium chloride), C([O-])([O-])=O.[Cs+].[Cs+] (Cesium carbonate), ClC(C(=O)C1=CC=CC=C1)(F)F (2-chloro-2,2-difluoroacetophenone), OC=1C=CC(=NC1)C(=O)OC (methyl 5-hydroxypyridine-2-carboxylate). Solvent: C(C)(=O)OCC (ethyl acetate), CN(C)C=O (DMF). Conditions: temperature 100 celsius, time 3 hour. Yields the product FC(OC=1C=CC(=NC1)C(=O)OC)F (methyl 5-difluoromethoxypyridine-2-carboxylate). Yield: 22.9%. RXN SMILES: C(=O)([O-])[O-].[Cs+].[Cs+].Cl[C:8]([F:18])([F:17])C(C1C=CC=CC=1)=O.[OH:19][C:20]1[CH:21]=[CH:22][C:23]([C:26]([O:28][CH3:29])=[O:27])=[N:24][CH:25]=1.[Cl-].[NH4+]>CN(C=O)C.C(OCC)(=O)C>[F:17][CH:8]([F:18])[O:19][C:20]1[CH:21]=[CH:22][C:23]([C:26]([O:28][CH3:29])=[O:27])=[N:24][CH:25]=1 |f:0.1.2,5.6|. Procedure details: Cesium carbonate (7.45 g) and 2-chloro-2,2-difluoroacetophenone (5.75 g) were added to a solution of methyl 5-hydroxypyridine-2-carboxylate (2.5 g) in DMF, and the mixture was stirred at 100° C. for three hours. The reaction solution was returned to room temperature. Aqueous ammonium chloride and ethyl acetate were added and the organic layer was separated. The organic layer was washed with saturated aqueous sodium chloride and dried over anhydrous magnesium sulfate. The organic layer was concen... Starting materials: CCNCC, O=Cc1ccccc1, ClCCl, CC(O)CCS, Cc1ccc(S(=O)(=O)O)cc1. Yields the product CC1CCSC(c2ccccc2)O1. Reaction SMILES: [CH2:26]([NH:27][CH2:28][CH3:29])[CH3:30].[CH:7](=[O:8])[c:9]1[cH:10][cH:11][cH:12][cH:13][cH:14]1.[Cl:31][CH2:32][Cl:33].[SH:1][CH2:2][CH2:3][CH:4]([CH3:5])[OH:6].[c:15]1([CH3:16])[cH:17][cH:18][c:19]([S:20]([OH:21])(=[O:22])=[O:23])[cH:24][cH:25]1>>[S:1]1[CH2:2][CH2:3][CH:4]([CH3:5])[O:6][CH:7]1[c:9]1[cH:10][cH:11][cH:12][cH:13][cH:14]1. Reactants: C(C)(=O)[O-].[NH4+] (Ammonium acetate), ClC1=CC=C(C=C1)S(=O)(=O)CCCCCN1C(=NC=2C(=NC(=C(C21)C)C)OC2=CC=CC=C2)CCC (1-[5-(4-chlorobenzenesulfonyl)pentyl]-6,7-dimethyl-4-phenoxy-2-propyl-1H-imidazo[4,5-c]pyridine). Product: ClC1=CC=C(C=C1)S(=O)(=O)CCCCCN1C(=NC=2C(=NC(=C(C21)C)C)N)CCC (1-[5-(4-chlorobenzenesulfonyl)pentyl]-6,7-dimethyl-2-propyl-1H-imidazo[4,5-c]pyridin-4-amine). Yield: 28.2%. Reaction SMILES: C([O-])(=O)C.[NH4+:5].[Cl:6][C:7]1[CH:12]=[CH:11][C:10]([S:13]([CH2:16][CH2:17][CH2:18][CH2:19][CH2:20][N:21]2[C:29]3[C:28]([CH3:30])=[C:27]([CH3:31])[N:26]=[C:25](OC4C=CC=CC=4)[C:24]=3[N:23]=[C:22]2[CH2:39][CH2:40][CH3:41])(=[O:15])=[O:14])=[CH:9][CH:8]=1>>[Cl:6][C:7]1[CH:12]=[CH:11][C:10]([S:13]([CH2:16][CH2:17][CH2:18][CH2:19][CH2:20][N:21]2[C:29]3[C:28]([CH3:30])=[C:27]([CH3:31])[N:26]=[C:25]([NH2:5])[C:24]=3[N:23]=[C:22]2[CH2:39][CH2:40][CH3:41])(=[O:15])=[O:14])=[CH:9][CH:8]=1 |f:0.1|. Reported procedure: Ammonium acetate (20.2 g, 0.262 mol) and 1-[5-(4-chlorobenzenesulfonyl)pentyl]-6,7-dimethyl-4-phenoxy-2-propyl-1H-imidazo[4,5-c]pyridine (2.20 g, 4.18 mmol) were stirred at 160° C. in a scaled tube for 18 hours. The solution was allowed to cool to room temperature and partitioned between chloroform (50 mL) and water (25 mL). The aqueous solution was adjusted to pH 11 with the addition of 1 M sodium hydroxide and two solid sodium hydroxide pellets. The aqueous solution was then extracted with chl... Reported procedure: It is similarly prepared according to general procedure given for Example 2 above but using 4-Morpholin-4-yl-4-oxo-2-phenylmethanesulfonylmethyl-butyric acid and (S)-2-Amino-1-(3-phenyl-1,2,4-oxadiazol-5-yl)-butan-1-ol. RXN SMILES: [N:1]1([C:7](=[O:24])[CH2:8][CH:9]([CH2:13][S:14]([CH2:17][C:18]2[CH:23]=[CH:22][CH:21]=[CH:20][CH:19]=2)(=[O:16])=[O:15])[C:10]([OH:12])=O)[CH2:6][CH2:5][O:4][CH2:3][CH2:2]1.[NH2:25][CH:26]([CH2:40][CH3:41])[C@@H:27]([C:29]1[O:33][N:32]=[C:31]([C:34]2[CH:39]=[CH:38][CH:37]=[CH:36][CH:35]=2)[N:30]=1)[OH:28]>>[N:1]1([C:7](=[O:24])[CH2:8][C@@H:9]([CH2:13][S:14]([CH2:17][C:18]2[CH:23]=[CH:22][CH:21]=[CH:20][CH:19]=2)(=[O:16])=[O:15])[C:10]([NH:25][C@H:26]([C:27]([C:29]2[O:33][N:32]=[C:31]([C:34]3[CH:39]=[CH:38][CH:37]=[CH:36][CH:35]=3)[N:30]=2)=[O:28])[CH2:40][CH3:41])=[O:12])[CH2:2][CH2:3][O:4][CH2:5][CH2:6]1. The product is N1(CCOCC1)C(C[C@H](C(=O)N[C@@H](CC)C(=O)C1=NC(=NO1)C1=CC=CC=C1)CS(=O)(=O)CC1=CC=CC=C1)=O ((R)-4-Morpholin-4-yl-4-oxo-2-phenylmethanesulfonylmethyl-N-[(S)-1-(3-phenyl-1,2,4-oxadiazole-5-carbonyl)-propyl]-butyramide). The reactants are N1(CCOCC1)C(CC(C(=O)O)CS(=O)(=O)CC1=CC=CC=C1)=O (4-Morpholin-4-yl-4-oxo-2-phenylmethanesulfonylmethyl-butyric acid), NC([C@H](O)C1=NC(=NO1)C1=CC=CC=C1)CC ((S)-2-Amino-1-(3-phenyl-1,2,4-oxadiazol-5-yl)-butan-1-ol). The reactants are C(C)O (ethanol), CO (methanol), [BH4-].[Na+] (sodium borohydride), C(C)(C)(C)OC([C@H]1N(CCC1)CC([C@@H](NC(=O)OCC1=CC=CC=C1)CC1=CC=CC=C1)=O)=O (N-[[N-(benzyloxycarbonyl)-L-phenylalanyl]methyl]-L-proline tert.butyl ester). Solvent: C(C)(C)O (isopropanol). Product: C(C)(C)(C)OC([C@H]1NCCC1)=O (L-proline tert.butyl ester). RXN SMILES: [C:1]([O:5][C:6](=[O:34])[C@@H:7]1[CH2:11][CH2:10][CH2:9][N:8]1CC(=O)[C@H](CC1C=CC=CC=1)NC(OCC1C=CC=CC=1)=O)([CH3:4])([CH3:3])[CH3:2].C(O)C.CO.[BH4-].[Na+]>C(O)(C)C>[C:1]([O:5][C:6](=[O:34])[C@@H:7]1[CH2:11][CH2:10][CH2:9][NH:8]1)([CH3:4])([CH3:2])[CH3:3] |f:3.4|. Procedure details: 2 g (4.3 mmol) of N-[[N-(benzyloxycarbonyl)-L-phenylalanyl]methyl]-L-proline tert.butyl ester (prepared as described in Example 1) were dissolved in 25 ml of isopropanol, 25 ml of ethanol and 25 ml of methanol and the solution was stirred at room temperature for 4 hours in the presence of 0.4 g (10.7 mmol) of sodium borohydride. The solvent was removed by evaporation and the residue was partitioned between 50 ml of ethyl acetate and 25 ml of water. The organic phase was washed with saturated sod...